This data is from the Open Reaction Database (ORD), a public repository of structured organic reaction records. The task is: describe an organic reaction: reactants, conditions, products, and yield The reactants are amine, COC1=NS(N=C1OC)(=O)=O (3,4-dimethoxy-1,2,5-thiadiazole 1,1-dioxide), ClCC=1SC=C(N1)C (2-chloromethyl-4-methylthiazole), S(=O)(Cl)Cl (thionyl chloride), OCC=1SC=C(N1)C (2-hydroxymethyl-4-methylthiazole), Cl.NCCS (cysteamine hydrochloride), strong base, C[O-].[Na+] (sodium methoxide). Yields the product COC1=NS(N=C1NCCSCC=1SC=C(N1)C)(=O)=O (3-methoxy-4-{2-[(4-methylthiazol-2-yl)methylthio]ethylamino}-1,2,5-thiadiazole 1,1-dioxide). Reaction SMILES: Cl[CH2:2][C:3]1[S:4][CH:5]=[C:6]([CH3:8])[N:7]=1.S(Cl)(Cl)=O.OCC1SC=C(C)N=1.Cl.[NH2:22][CH2:23][CH2:24][SH:25].C[O-].[Na+].[CH3:29][O:30][C:31]1[C:35](OC)=[N:34][S:33](=[O:39])(=[O:38])[N:32]=1>>[CH3:29][O:30][C:31]1[C:35]([NH:22][CH2:23][CH2:24][S:25][CH2:2][C:3]2[S:4][CH:5]=[C:6]([CH3:8])[N:7]=2)=[N:34][S:33](=[O:39])(=[O:38])[N:32]=1 |f:3.4,5.6|. Reported procedure: When 2-chloromethyl-4-methylthiazole [prepared by the reaction of thionyl chloride and 2-hydroxymethyl-4-methylthiazole, which itself is prepared according to the procedure of J. Chem. Soc., (Suppl. Issue No. 1), S106-111 (1966) or Acta Chem. Scand., 20, 2649 (1966)] is reacted with cysteamine hydrochloride and about two equivalents of a strong base such as sodium methoxide, and the resultant amine is treated with 3,4-dimethoxy-1,2,5-thiadiazole 1,1-dioxide, there is produced 3-methoxy-4-{2-[(4-... Reactants: [H-].[Na+] (Sodium hydride), COC1=CC=C(C=C1C)S(=O)(=O)Cl (6-methoxy-m-toluensulfonyl chloride), ClC1=CNC2=CC=C3C(=C12)C(N(CCO3)C(=O)OC(C)(C)C)C (tert-Butyl 10-chloro-1-methyl-1,3,4,8-tetrahydro-2H-[1,4]oxazepino[6,7-e]indole-2-carboxylate), ClC1=CNC2=CC=C3C(=C12)C(N(CCO3)C(=O)OC(C)(C)C)C (tert-Butyl 10-chloro-1-methyl-1,3,4,8-tetrahydro-2H-[1,4]oxazepino[6,7-e]indole-2-carboxylate), CN(C)C=O (DMF), O (water). Run at time 30 minute. Yields the product ClC1=CN(C2=CC=C3C(=C12)C(NCCO3)C)S(=O)(=O)C3=C(C=CC(=C3)C)OC (10-Chloro-8-[(2-methoxy-5-methylphenyl)sulfonyl]-1-methyl-1,3,4,8-tetrahydro-2H-[1,4]oxazepino[6,7-e]indole). Reaction SMILES: [H-].[Na+].CO[C:5]1[C:10]([CH3:11])=[CH:9][C:8]([S:12](Cl)(=[O:14])=[O:13])=[CH:7][CH:6]=1.[Cl:16][C:17]1[C:25]2[C:20](=[CH:21][CH:22]=[C:23]3[O:30][CH2:29][CH2:28][N:27](C(OC(C)(C)C)=O)[CH:26]([CH3:38])[C:24]3=2)[NH:19][CH:18]=1.O.CN([CH:43]=[O:44])C>>[Cl:16][C:17]1[C:25]2[C:20](=[CH:21][CH:22]=[C:23]3[O:30][CH2:29][CH2:28][NH:27][CH:26]([CH3:38])[C:24]3=2)[N:19]([S:12]([C:8]2[CH:9]=[C:10]([CH3:11])[CH:5]=[CH:6][C:7]=2[O:44][CH3:43])(=[O:13])=[O:14])[CH:18]=1 |f:0.1|. Procedure details: Sodium hydride (60% in mineral oil, 18 mg, 0.74 mmol) was added to a solution of 6-methoxy-m-toluensulfonyl chloride (98.3 mg, 0.445 mmol) and tert-butyl 10-chloro-1-methyl-1,3,4,8-tetrahydro-2H-[1,4]oxazepino[6,7-e]indole-2-carboxylate (Intermediate 43, 50.0 mg, 0.148 mmol) in DMF (2 mL) at room temperature. The mixture was stirred for 15 minutes before water (5 mL) was added and the aqueous layer was extracted with DCM. Most of the organic solvents were evaporated and the residue was dissolved...